From a dataset of the Open Reaction Database (ORD), a public repository of structured organic reaction records. describe an organic reaction: reactants, conditions, products, and yield The reactants are CCO, [H][H], Cc1ccc(S(=O)(=O)OC2CN(C(=O)OCc3ccccc3)C3C(O)COC23)cc1. The product is Cc1ccc(S(=O)(=O)OC2CNC3C(O)COC23)cc1. As a reaction SMILES: [CH3:33][CH2:34][OH:35].[H:31][H:32].[OH:1][CH:2]1[CH2:3][O:4][CH:5]2[CH:6]1[N:7]([C:21]([O:22][CH2:23][c:24]1[cH:25][cH:26][cH:27][cH:28][cH:29]1)=[O:30])[CH2:8][CH:9]2[O:10][S:11](=[O:12])(=[O:13])[c:14]1[cH:15][cH:16][c:17]([CH3:18])[cH:19][cH:20]1>>[OH:1][CH:2]1[CH2:3][O:4][CH:5]2[CH:6]1[NH:7][CH2:8][CH:9]2[O:10][S:11](=[O:12])(=[O:13])[c:14]1[cH:15][cH:16][c:17]([CH3:18])[cH:19][cH:20]1. Reactants: N[C@@H]1CN(CC[C@@H]1NC(=O)C=1NC(=C(N1)Cl)CC)C=1SC2=C(N1)C=CC=C2C(=O)OCC (ethyl cis(±)-2-(3-amino-4-{[(4-chloro-5-ethyl-1H-imidazol-2-yl)carbonyl]amino}piperidin-1-yl)-1,3-benzothiazole-7-carboxylate), C(C)(=O)O[BH-](OC(C)=O)OC(C)=O.[Na+] (sodium (triacetoxy)borohydride), N[C@@H]1CN(CC[C@@H]1NC(=O)C=1NC(=C(N1)Cl)CC)C=1SC2=C(N1)C=CC=C2C(=O)OCC (Ethyl cis(±)-2-(3-amino-4-{[(4-chloro-5-ethyl-1H-imidazol-2-yl)carbonyl]amino}piperidin-1-yl)-1,3-benzothiazole-7-carboxylate), C1(CCC1)=O (cyclobutanone). Product: ClC=1N=C(NC1CC)C(=O)N[C@@H]1[C@@H](CN(CC1)C=1SC2=C(N1)C=CC=C2C(=O)OCC)NC2CCC2 (Ethyl cis(±)-2-[4-{[(4-chloro-5-ethyl-1H-imidazol-2-yl)carbonyl]amino}-3-(cyclobutylamino)piperidin-1-yl]-1,3-benzothiazole-7-carboxylate). The yield is 53.0%. RXN SMILES: [NH2:1][C@H:2]1[C@@H:7]([NH:8][C:9]([C:11]2[NH:12][C:13]([CH2:17][CH3:18])=[C:14]([Cl:16])[N:15]=2)=[O:10])[CH2:6][CH2:5][N:4]([C:19]2[S:20][C:21]3[C:27]([C:28]([O:30][CH2:31][CH3:32])=[O:29])=[CH:26][CH:25]=[CH:24][C:22]=3[N:23]=2)[CH2:3]1.[C:33]1(=O)[CH2:36][CH2:35][CH2:34]1.C(O[BH-](OC(=O)C)OC(=O)C)(=O)C.[Na+]>>[Cl:16][C:14]1[N:15]=[C:11]([C:9]([NH:8][C@H:7]2[CH2:6][CH2:5][N:4]([C:19]3[S:20][C:21]4[C:27]([C:28]([O:30][CH2:31][CH3:32])=[O:29])=[CH:26][CH:25]=[CH:24][C:22]=4[N:23]=3)[CH2:3][C@H:2]2[NH:1][CH:33]2[CH2:36][CH2:35][CH2:34]2)=[O:10])[NH:12][C:13]=1[CH2:17][CH3:18] |f:2.3|. Procedure: The same operation as in Example (77d) was performed using ethyl cis(±)-2-(3-amino-4-{[(4-chloro-5-ethyl-1H-imidazol-2-yl)carbonyl]amino}piperidin-1-yl)-1,3-benzothiazole-7-carboxylate obtained by the method described in Example (81e) (30 mg, 0.063 mmol), cyclobutanone (95 μL, 1.27 mmol) and sodium (triacetoxy)borohydride (245 mg, 1.16 mmol), to obtain 17.6 mg of the title compound as a white solid (53%). Reactants: COc1c(C(N)=O)ccc2[nH]nc(C=Cc3ccccc3)c12, Cl, [Li+], [OH-]. The product is COc1c(C(=O)O)ccc2[nH]nc(C=Cc3ccccc3)c12. RXN SMILES: [CH3:1][O:2][c:3]1[c:4]2[c:5]([CH:15]=[CH:16][c:17]3[cH:18][cH:19][cH:20][cH:21][cH:22]3)[n:6][nH:7][c:8]2[cH:9][cH:10][c:11]1[C:12](=[O:13])[NH2:14].[ClH:25].[Li+:23].[OH-:24]>>[CH3:1][O:2][c:3]1[c:4]2[c:5]([CH:15]=[CH:16][c:17]3[cH:18][cH:19][cH:20][cH:21][cH:22]3)[n:6][nH:7][c:8]2[cH:9][cH:10][c:11]1[C:12](=[O:13])[OH:24]. Reactants: ClC1=CC(=C(C=C1OCC1=CC=CC=C1)N1C(NC(=CC1=O)C(F)(F)F)=O)F (3-[4-chloro-2-fluoro-5-(phenylmethoxy)phenyl]-6-(trifluoromethyl)-2,4(1H,3H)-pyrimidinedione), [H][H] (hydrogen). Solvent: C(C)(=O)OCC (ethyl acetate). Isolated yield 74.8%. Procedure: A mixture of 4.27 g (10.3 mmol) of 3-[4-chloro-2-fluoro-5-(phenylmethoxy)phenyl]-6-(trifluoromethyl)-2,4(1H,3H)-pyrimidinedione and 420 mg of 10% palladium on charcoal in 70 mL of ethyl acetate was placed in a Paar bottle and was agitated under 45 psi hydrogen over a 16 hour period. It was filtered and washed with ethyl acetate. The filtrate was concentrated in vacuo and the resultant crude product flash chromatographed over silica gel, eluting with a 95:5 v:v mixture of dichloromethane and meth... Reaction SMILES: [Cl:1][C:2]1[C:7]([O:8]CC2C=CC=CC=2)=[CH:6][C:5]([N:16]2[C:21](=[O:22])[CH:20]=[C:19]([C:23]([F:26])([F:25])[F:24])[NH:18][C:17]2=[O:27])=[C:4]([F:28])[CH:3]=1.[H][H]>[Pd].C(OCC)(=O)C>[Cl:1][C:2]1[C:7]([OH:8])=[CH:6][C:5]([N:16]2[C:21](=[O:22])[CH:20]=[C:19]([C:23]([F:24])([F:26])[F:25])[NH:18][C:17]2=[O:27])=[C:4]([F:28])[CH:3]=1. The reagents and catalysts are [Pd] (palladium on charcoal). Product: ClC1=CC(=C(C=C1O)N1C(NC(=CC1=O)C(F)(F)F)=O)F (3-[4-chloro-2-fluoro-5-(hydroxy)phenyl]-6-trifluoromethyl-2,4(1H,3H)-pyrimidinedione). Reactants: N1C=NC(=C1)C(=O)C1=CC2=CC=C(C=C2C=C1)OC ((1H-imidazol-4-yl)-(6-methoxynaphthalen-2-yl)ketone), C(C)[Mg]Br (ethyl magnesium bromide). Run in CCOCC (ether). Yields the product N1C=NC(=C1)C(CC)(O)C1=CC2=CC=C(C=C2C=C1)OC (1-(1H-Imidazol-4-yl)-1-(6-methoxynaphthalen-2-yl)-1-propanol). As a reaction SMILES: [NH:1]1[CH:5]=[C:4]([C:6]([C:8]2[CH:17]=[CH:16][C:15]3[C:10](=[CH:11][CH:12]=[C:13]([O:18][CH3:19])[CH:14]=3)[CH:9]=2)=[O:7])[N:3]=[CH:2]1.[CH2:20]([Mg]Br)[CH3:21]>CCOCC>[NH:1]1[CH:5]=[C:4]([C:6]([C:8]2[CH:17]=[CH:16][C:15]3[C:10](=[CH:11][CH:12]=[C:13]([O:18][CH3:19])[CH:14]=3)[CH:9]=2)([OH:7])[CH2:20][CH3:21])[N:3]=[CH:2]1. Procedure details: In a similar manner to that described in Example 1-(iv), the reaction of (1H-imidazol-4-yl)-(6-methoxynaphthalen-2-yl)ketone (0.60 g) with a solution of ethyl magnesium bromide in ether (3.0 M, 2.4 ml) was carried out to give the titled compound (0.28 g) as a colorless solid. Starting materials: C(#N)[BH3-].[Na+] (Sodium cyanoborohydride), C1(=CC=CC=C1)CC1C(CCC2=CC=CC=C12)=O (3,4-dihydro-1-(phenylmethyl)-2(1H)-naphthalenone), NCCC1=CNC2=CC=CC=C12 (tryptamine), C(C)(=O)O (acetic acid), C([O-])([O-])=O.[Na+].[Na+] (sodium carbonate). Solvent: CO (methanol). Conditions: time 20 hour. Product: C(\C=C\C(=O)O)(=O)O.C1(=CC=CC=C1)C[C@H]1[C@H](CCC2=CC(=CC=C12)OC)NCCC1=CNC2=CC=CC=C12.C1(=CC=CC=C1)C[C@H]1[C@H](CCC2=CC(=CC=C12)OC)NCCC1=CNC2=CC=CC=C12 (rac-cis-1-(Phenylmethyl)-6-methoxy-N-(2-(3-indolyl)ethyl)-1,2,3,4-tetrahydro-2-naphthalenamine hemifumarate). As a reaction SMILES: C([BH3-])#N.[Na+].[C:5]1([CH2:11][CH:12]2[C:21]3[C:16](=[CH:17][CH:18]=[CH:19][CH:20]=3)[CH2:15][CH2:14][C:13]2=[O:22])[CH:10]=[CH:9][CH:8]=[CH:7][CH:6]=1.[NH2:23][CH2:24][CH2:25][C:26]1[C:34]2[C:29](=[CH:30][CH:31]=[CH:32][CH:33]=2)[NH:28][CH:27]=1.[C:35]([OH:38])(=[O:37])[CH3:36].[C:39](=[O:42])([O-])[O-:40].[Na+].[Na+]>CO>[C:13]([OH:22])(=[O:40])/[CH:14]=[CH:36]/[C:35]([OH:38])=[O:37].[C:5]1([CH2:11][C@@H:12]2[C:21]3[C:16](=[CH:17][C:18]([O:42][CH3:39])=[CH:19][CH:20]=3)[CH2:15][CH2:14][C@@H:13]2[NH:23][CH2:24][CH2:25][C:26]2[C:34]3[C:29](=[CH:30][CH:31]=[CH:32][CH:33]=3)[NH:28][CH:27]=2)[CH:10]=[CH:9][CH:8]=[CH:7][CH:6]=1.[C:5]1([CH2:11][C@@H:12]2[C:21]3[C:16](=[CH:17][C:18]([O:37][CH3:35])=[CH:19][CH:20]=3)[CH2:15][CH2:14][C@@H:13]2[NH:23][CH2:24][CH2:25][C:26]2[C:34]3[C:29](=[CH:30][CH:31]=[CH:32][CH:33]=3)[NH:28][CH:27]=2)[CH:10]=[CH:9][CH:8]=[CH:7][CH:6]=1 |f:0.1,5.6.7,9.10.11|. Reported procedure: Sodium cyanoborohydride (1.59 g, 25.3 mmol) was added to a solution of naphthalenone 7 (3.00 g, 12.7 mmol), tryptamine (2.03 g, 12.7 mmol), and acetic acid (0.76 g, 12.7 mmol) in methanol (100 mL). The reaction mixture was stirred for 20 h under nitrogen and then concentrated in vacuo to provide an orange-yellow solid. Saturated aqueous sodium carbonate solution was added to this residue, and the resulting mixture was extracted with chloroform. The chloroform extracts were combined, dried (Na2SO... The reactants are C(C1=CC=CC=C1)C1(CCN(CC1)C(=O)C=1C(=NC=CC1)Cl)O ((4-benzyl-4-hydroxypiperidin-1-yl) (2-chloropyridin-3-yl)methanone), N1=CC=C(C=C1)B(O)O (pyridine-4-boronic acid), C([O-])([O-])=O.[Na+].[Na+] (sodium carbonate), CN(C)C=O (DMF). Reagents/catalysts: C=1C=CC(=CC1)[P](C=2C=CC=CC2)(C=3C=CC=CC3)[Pd]([P](C=4C=CC=CC4)(C=5C=CC=CC5)C=6C=CC=CC6)([P](C=7C=CC=CC7)(C=8C=CC=CC8)C=9C=CC=CC9)[P](C=1C=CC=CC1)(C=1C=CC=CC1)C=1C=CC=CC1 (tetrakis(triphenylphosphine)palladium(0)). The solvent is O (water), [Cl-].[Na+].O (brine). Run at temperature 100 celsius, time 8 hour. Yields the product C(C1=CC=CC=C1)C1(CCN(CC1)C(=O)C=1C(=NC=CC1)C1=CC=NC=C1)O ((4-benzyl-4-hydroxypiperidin-1-yl)(2,4′-bipyridin-3-yl)methanone). Yield: 60.2%. RXN SMILES: [CH2:1]([C:8]1([OH:23])[CH2:13][CH2:12][N:11]([C:14]([C:16]2[C:17](Cl)=[N:18][CH:19]=[CH:20][CH:21]=2)=[O:15])[CH2:10][CH2:9]1)[C:2]1[CH:7]=[CH:6][CH:5]=[CH:4][CH:3]=1.[N:24]1[CH:29]=[CH:28][C:27](B(O)O)=[CH:26][CH:25]=1.C(=O)([O-])[O-].[Na+].[Na+].CN(C=O)C>[Cl-].[Na+].O.C1C=CC([P]([Pd]([P](C2C=CC=CC=2)(C2C=CC=CC=2)C2C=CC=CC=2)([P](C2C=CC=CC=2)(C2C=CC=CC=2)C2C=CC=CC=2)[P](C2C=CC=CC=2)(C2C=CC=CC=2)C2C=CC=CC=2)(C2C=CC=CC=2)C2C=CC=CC=2)=CC=1.O>[CH2:1]([C:8]1([OH:23])[CH2:13][CH2:12][N:11]([C:14]([C:16]2[C:17]([C:27]3[CH:28]=[CH:29][N:24]=[CH:25][CH:26]=3)=[N:18][CH:19]=[CH:20][CH:21]=2)=[O:15])[CH2:10][CH2:9]1)[C:2]1[CH:7]=[CH:6][CH:5]=[CH:4][CH:3]=1 |f:2.3.4,6.7.8,^1:50,52,71,90|. Procedure: A mixture of (4-benzyl-4-hydroxypiperidin-1-yl) (2-chloropyridin-3-yl)methanone (5.0 g), tetrakis(triphenylphosphine)palladium(0) (0.87 g), pyridine-4-boronic acid (2.2 g), sodium carbonate (4.8 g), DMF (50 mL) and water (10 ml) was stirred overnight at 100° C. under a nitrogen atmosphere. To the reaction mixture was added saturated brine, and the mixture was extracted with ethyl acetate. The extract was washed with saturated brine, and dried over anhydrous sodium sulfate. The solvent was evapor... The reactants are CC(=O)OCc1c(F)cc2sccc2c1F, CCOC(C)=O, CO, [K+], [OH-], O. The product is OCc1c(F)cc2sccc2c1F. RXN SMILES: [C:1](=[O:2])([CH3:3])[O:4][CH2:5][c:6]1[c:7]([F:16])[c:8]2[c:9]([s:10][cH:11][cH:12]2)[cH:13][c:14]1[F:15].[CH3:20][CH2:21][O:22][C:23](=[O:24])[CH3:25].[CH3:26][OH:27].[K+:18].[OH-:17].[OH2:19]>>[OH:4][CH2:5][c:6]1[c:7]([F:16])[c:8]2[c:9]([s:10][cH:11][cH:12]2)[cH:13][c:14]1[F:15]. The reactants are O=C([O-])O, CC[SiH](CC)CC, ClCCl, Clc1ccc(-c2ccc[nH]2)cc1, COC(=O)C1CCCCN1S(=O)(=O)N1CCC(=O)CC1, [Na+]. The product is COC(=O)C1CCCCN1S(=O)(=O)N1CCC(c2ccc(-c3ccc(Cl)cc3)[nH]2)CC1. Reaction SMILES: [C:40](=[O:41])([OH:42])[O-:43].[CH2:33]([SiH:34]([CH2:35][CH3:36])[CH2:37][CH3:38])[CH3:39].[CH2:45]([Cl:46])[Cl:47].[Cl:1][c:2]1[cH:3][cH:4][c:5](-[c:8]2[nH:9][cH:10][cH:11][cH:12]2)[cH:6][cH:7]1.[N:13]1([S:20](=[O:21])(=[O:22])[N:23]2[CH:24]([C:29](=[O:30])[O:31][CH3:32])[CH2:25][CH2:26][CH2:27][CH2:28]2)[CH2:14][CH2:15][C:16](=[O:19])[CH2:17][CH2:18]1.[Na+:44]>>[Cl:1][c:2]1[cH:3][cH:4][c:5](-[c:8]2[nH:9][c:10]([CH:16]3[CH2:15][CH2:14][N:13]([S:20](=[O:21])(=[O:22])[N:23]4[CH:24]([C:29](=[O:30])[O:31][CH3:32])[CH2:25][CH2:26][CH2:27][CH2:28]4)[CH2:18][CH2:17]3)[cH:11][cH:12]2)[cH:6][cH:7]1. Starting materials: C1(C=CCCCC1)=O (2-cycloheptenone), CN[C@H](CN1CCCCC1)C1=CC=CC=C1 ((S)-N-methyl-1-phenyl-2-(1-piperidinyl)ethanamine), C(CCC)[Li] (n-butyl lithium), C(CCC)[Li] (n-butyl lithium). Reagents/catalysts: [Cu]I (CuI). Solvent: C(C)OCC (diethyl ether), CCOCC (ether). Conditions: temperature -65 celsius, time 5 minute. Yields the product C(CCC)[C@@H]1CC(CCCC1)=O ((S)-3-n-butylcycloheptanone). The yield is 63.1%. Reaction SMILES: CN[C@@H:3]([C:11]1[CH:16]=[CH:15][CH:14]=[CH:13][CH:12]=1)[CH2:4]N1CCCCC1.C([Li])CCC.[C:22]1(=[O:29])CCCC[CH:24]=[CH:23]1>CCOCC.[Cu]I>[CH2:16]([C@H:11]1[CH2:3][CH2:4][CH2:24][CH2:23][C:22](=[O:29])[CH2:12]1)[CH2:15][CH2:14][CH3:13]. Reported procedure: (S)-N-methyl-1-phenyl-2-(1-piperidinyl)ethanamine (348.4 mg, 1.60 mmol) was dissolved in ether (12 mL) and n-butyl lithium (2.5M in hexanes, 0.61 mL, 1.53 mmol) was added to the solution at -65° C. The solution was stirred for 5 min at -65° C., gradually (for 20 min) warmed to 0° C. and stirred for 10 min at 0° C. To a second flask was added CuI (254 mg, 1.33 mmol) and 10 mL of diethyl ether. This solution was cooled to -40° C. and treated with n-butyl lithium (0.51 mL, 1.28 mmol). The solution ...